The task is: describe an organic reaction: reactants, conditions, products, and yield. This data is from the Open Reaction Database (ORD), a public repository of structured organic reaction records. Starting materials: CC(C)C[O-], OCC(O)COc1ccc(F)cc1, [K+], C1CCOC1. Product: Fc1ccc(OCC2CO2)cc1. As a reaction SMILES: [CH3:14][CH:15]([CH3:16])[CH2:17][O-:18].[F:1][c:2]1[cH:3][cH:4][c:5]([O:6][CH2:7][CH:8]([CH2:9][OH:10])[OH:11])[cH:12][cH:13]1.[K+:19].[O:20]1[CH2:21][CH2:22][CH2:23][CH2:24]1>>[F:1][c:2]1[cH:3][cH:4][c:5]([O:6][CH2:7][CH:8]2[CH2:9][O:11]2)[cH:12][cH:13]1. Starting materials: N1=C(Cl)N=C(Cl)N=C1Cl (cyanuric chloride), C(C)(C)N(CC)C(C)C (diisopropylethylamine), CNCC1=CC=CC=C1 (N-methylbenzylamine), N (ammonia). Run in C1CCOC1 (THF), CCOC(=O)C (EtOAc). Run at time 0.5 hour. Yields the product C(C1=CC=CC=C1)N(C1=NC(=NC(=N1)N)Cl)C (N-Benzyl-6-chloro-N-methyl-[1,3,5]triazine-2,4-diamine). RXN SMILES: [N:1]1[C:8](Cl)=[N:7][C:5]([Cl:6])=[N:4][C:2]=1Cl.C([N:13](C(C)C)CC)(C)C.[CH3:19][NH:20][CH2:21][C:22]1[CH:27]=[CH:26][CH:25]=[CH:24][CH:23]=1.N>CCOC(C)=O.C1COCC1>[CH2:21]([N:20]([CH3:19])[C:8]1[N:1]=[C:2]([NH2:13])[N:4]=[C:5]([Cl:6])[N:7]=1)[C:22]1[CH:27]=[CH:26][CH:25]=[CH:24][CH:23]=1. Procedure: To cyanuric chloride (250 mg, 1.4 mmol) were added anhydrous THF (10 mL), diisopropylethylamine (0.36 mL, 2.0 mmol) and N-methylbenzylamine (164 mg, 1.4 mmol). The mixture was stirred at 0 C for 0.5 h and then allowed to stir and warm to room temperature for an additional 1.5 h. The reaction mixture was treated with concentrated ammonia (d=0.88, 0.4 mL, 6.2 mmol) and allowed to stir at room temperature for 18 h. The solvent was evaporated and reaction mixture was diluted with EtOAc (10 mL) and w... The reactants are N#CC(O)c1cccc(Oc2ccccc2)c1, ClCCl, CC1(C)C(C#CC(=O)OCC(Cl)(Cl)Cl)C1C(=O)O, C(=NC1CCCCC1)=NC1CCCCC1, c1ccncc1. The product is CC1(C)C(C#CC(=O)OCC(Cl)(Cl)Cl)C1C(=O)OC(C#N)c1cccc(Oc2ccccc2)c1. Reaction SMILES: [C:37](#[N:38])[CH:39]([c:40]1[cH:41][c:42]([O:46][c:47]2[cH:48][cH:49][cH:50][cH:51][cH:52]2)[cH:43][cH:44][cH:45]1)[OH:53].[CH2:34]([Cl:35])[Cl:36].[CH3:16][C:17]1([CH3:33])[CH:18]([C:30](=[O:31])[OH:32])[CH:19]1[C:20]#[C:21][C:22](=[O:23])[O:24][CH2:25][C:26]([Cl:27])([Cl:28])[Cl:29].[CH:1]1([N:2]=[C:3]=[N:4][CH:5]2[CH2:6][CH2:7][CH2:8][CH2:9][CH2:10]2)[CH2:11][CH2:12][CH2:13][CH2:14][CH2:15]1.[cH:54]1[cH:55][cH:56][n:57][cH:58][cH:59]1>>[CH3:16][C:17]1([CH3:33])[CH:18]([C:30](=[O:31])[O:32][CH:39]([C:37]#[N:38])[c:40]2[cH:41][c:42]([O:46][c:47]3[cH:48][cH:49][cH:50][cH:51][cH:52]3)[cH:43][cH:44][cH:45]2)[CH:19]1[C:20]#[C:21][C:22](=[O:23])[O:24][CH2:25][C:26]([Cl:27])([Cl:28])[Cl:29]. Solvent: O (water). The reactants are FC1=C(C#N)C(=CC(=C1)O)F (2,6-difluoro-4-hydroxybenzo-nitrile), N1=CC=CC=C1 (pyridine), C1(=CC=CC=C1)C (toluene), C1(=CC=CC=C1)C (toluene), FC1=C(C(=O)Cl)C=CC(=C1)CC[C@@H]1CC[C@H](CC1)CCCCC (2-fluoro-4-(2-(trans-4-pentylcyclohexyl)ethyl)benzoyl chloride). Yields the product FC1=C(C(=O)OC2=CC(=C(C(=C2)F)C#N)F)C=CC(=C1)CC[C@@H]1CC[C@H](CC1)CCCCC (3,5-difluoro-4-cyanophenyl 2-fluoro-4-(2-(trans-4-pentylcyclohexyl)ethyl)benzoate). RXN SMILES: [F:1][C:2]1[CH:9]=[C:8]([OH:10])[CH:7]=[C:6]([F:11])[C:3]=1[C:4]#[N:5].N1C=CC=CC=1.C1(C)C=CC=CC=1.[F:25][C:26]1[CH:34]=[C:33]([CH2:35][CH2:36][C@H:37]2[CH2:42][CH2:41][C@H:40]([CH2:43][CH2:44][CH2:45][CH2:46][CH3:47])[CH2:39][CH2:38]2)[CH:32]=[CH:31][C:27]=1[C:28](Cl)=[O:29]>O>[F:25][C:26]1[CH:34]=[C:33]([CH2:35][CH2:36][C@H:37]2[CH2:38][CH2:39][C@H:40]([CH2:43][CH2:44][CH2:45][CH2:46][CH3:47])[CH2:41][CH2:42]2)[CH:32]=[CH:31][C:27]=1[C:28]([O:10][C:8]1[CH:9]=[C:2]([F:1])[C:3]([C:4]#[N:5])=[C:6]([F:11])[CH:7]=1)=[O:29]. Yield: 95.6%. Procedure details: Then, 1.1 g (6.4 mmol) of 2,6-difluoro-4-hydroxybenzo-nitrile, 0.8 ml of pyridine, and 2 ml of toluene were mixed. To this mixture, was added dropwise 3 ml of toluene solution containing 6.4 mmol of 2-fluoro-4-(2-(trans-4-pentylcyclohexyl)ethyl)benzoyl chloride at room temperature in 5 minutes. After the dropping was finished, they were reacted at 50° C. for 2 hours. After finishing of the reaction, 10 ml of water was added to the reaction product, and then extracted with 30 ml of toluene. The o... Reactants: C(#N)C1=CC=C(C(=O)NC(C(C(=O)O)(C)C)C2=CC=CC=C2)C=C1 (N-4-cyanobenzoyl-β-phenyl-α,α-dimethyl-β-alanine), N1CCC(CC1)CC(=O)OCC (ethyl 4-piperidine acetate). Yields the product C(C)OC(CC1CCN(CC1)C(C(C(NC(C1=CC=C(C=C1)C#N)=O)C1=CC=CC=C1)(C)C)=O)=O (N-4-cyanobenzoyl-β-phenyl-α,α-dimethyl-β-alanyl-4-piperidineacetic acid ethyl ester). The yield is 65.1%. RXN SMILES: [C:1]([C:3]1[CH:24]=[CH:23][C:6]([C:7]([NH:9][CH:10]([C:17]2[CH:22]=[CH:21][CH:20]=[CH:19][CH:18]=2)[C:11]([CH3:16])([CH3:15])[C:12](O)=[O:13])=[O:8])=[CH:5][CH:4]=1)#[N:2].[NH:25]1[CH2:30][CH2:29][CH:28]([CH2:31][C:32]([O:34][CH2:35][CH3:36])=[O:33])[CH2:27][CH2:26]1>>[CH2:35]([O:34][C:32](=[O:33])[CH2:31][CH:28]1[CH2:29][CH2:30][N:25]([C:12](=[O:13])[C:11]([CH3:15])([CH3:16])[CH:10]([C:17]2[CH:22]=[CH:21][CH:20]=[CH:19][CH:18]=2)[NH:9][C:7](=[O:8])[C:6]2[CH:23]=[CH:24][C:3]([C:1]#[N:2])=[CH:4][CH:5]=2)[CH2:26][CH2:27]1)[CH3:36]. Reported procedure: The same procedure as in Example 2-(6-2) was performed with N-4-cyanobenzoyl-β-phenyl-α,α-dimethyl-β-alanine (1.0 g, 3.10 mmol) using ethyl 4-piperidine acetate (1.59 g, 9.31 mmol) to yield an oil of N-4-cyanobenzoyl-β-phenyl-α,α-dimethyl-β-alanyl-4-piperidineacetic acid ethyl ester (0.96 g, 65.1%). RXN SMILES: [CH3:1][O:2][C:3](=[O:15])[C:4](=[O:14])[CH:5]([Cl:13])[C:6]1[CH:11]=[CH:10][C:9](F)=[CH:8][CH:7]=1.[Cl:16]C1C=CC=CC=1C=O.FC1C=CC(C=O)=CC=1>>[CH3:1][O:2][C:3](=[O:15])[C:4](=[O:14])[CH:5]([Cl:13])[C:6]1[CH:11]=[CH:10][CH:9]=[CH:8][C:7]=1[Cl:16]. The reactants are COC(C(C(C1=CC=C(C=C1)F)Cl)=O)=O (3-chloro-3-(4-fluoro-phenyl)-2-oxo-propionic acid methyl ester), ClC1=C(C=O)C=CC=C1 (2-chlorobenzaldehyde), FC1=CC=C(C=O)C=C1 (4-fluorobenzaldehyde). Procedure details: This compound was synthesised as 3-chloro-3-(4-fluoro-phenyl)-2-oxo-propionic acid methyl ester but using 2-chlorobenzaldehyde instead 4-fluorobenzaldehyde. Yields the product COC(C(C(C1=C(C=CC=C1)Cl)Cl)=O)=O (3-chloro-3-(2-chloro-phenyl)-2-oxo-propionic acid methyl ester).